This data is from the Open Reaction Database (ORD), a public repository of structured organic reaction records. The task is: describe an organic reaction: reactants, conditions, products, and yield The reactants are Cc1cc(C=CC(=O)O)c(C)n1-c1ccc(C(=O)N(C)C)cc1, CNO. Product: Cc1cc(C=CC(=O)N(C)O)c(C)n1-c1ccc(C(=O)N(C)C)cc1. As a reaction SMILES: [CH3:1][N:2]([C:3](=[O:4])[c:5]1[cH:6][cH:7][c:8](-[n:11]2[c:12]([CH3:22])[c:13]([CH:17]=[CH:18][C:19](=[O:20])[OH:21])[cH:14][c:15]2[CH3:16])[cH:9][cH:10]1)[CH3:23].[CH3:24][NH:25][OH:26]>>[CH3:1][N:2]([C:3](=[O:4])[c:5]1[cH:6][cH:7][c:8](-[n:11]2[c:12]([CH3:22])[c:13]([CH:17]=[CH:18][C:19](=[O:20])[N:25]([CH3:24])[OH:26])[cH:14][c:15]2[CH3:16])[cH:9][cH:10]1)[CH3:23]. The reactants are BrC=1C=C2C(=C(C=NC2=CC1)C(=O)Cl)Cl (6-bromo-4-chloroquinoline-3-carbonyl chloride), [OH-].[NH4+] (ammonium hydroxide). Solvent: C(Cl)Cl (DCM). The product is BrC=1C=C2C(=C(C=NC2=CC1)C(=O)N)Cl (6-Bromo-4-chloroquinoline-3-carboxamide). Isolated yield 95.0%. Reaction SMILES: [Br:1][C:2]1[CH:3]=[C:4]2[C:9](=[CH:10][CH:11]=1)[N:8]=[CH:7][C:6]([C:12](Cl)=[O:13])=[C:5]2[Cl:15].[OH-].[NH4+:17]>C(Cl)Cl>[Br:1][C:2]1[CH:3]=[C:4]2[C:9](=[CH:10][CH:11]=1)[N:8]=[CH:7][C:6]([C:12]([NH2:17])=[O:13])=[C:5]2[Cl:15] |f:1.2|. Procedure details: DMF (1.506 mL, 19.37 mmol) was added to 6-bromo-4-oxo-1H-quinoline-3-carboxylic acid (51.93 g, 193.72 mmol) and thionyl chloride (353 mL, 4843.07 mmol) at r.t. and the resulting solution stirred at 70° C. for 2 h under an inert atmosphere. The resulting solution was evaporated to dryness and the residue azeotroped with toluene to afford 6-bromo-4-chloroquinoline-3-carbonyl chloride (62.13 g). The 6-bromo-4-chloroquinoline-3-carbonyl chloride was dissolved in DCM (420 mL) and added portionwise to... The reactants are FC(C(=O)NC(CC1=C(C=CC(=C1)OC)I)C)(F)F (N-trifluoroacetyl-1-(2-iodo-5-methoxyphenyl)-2-propylamine), CC(=O)[O-].[K+] (KOAc), C1=CC=C(C=C1)P(C2=CC=CC=C2)C3=CC=CC=C3 (PPh3). Reagents/catalysts: [N+](CCCC)(CCCC)(CCCC)CCCC.[Br-] (n-Bu4NBr), CC(=O)[O-].CC(=O)[O-].[Pd+2] (Pd(OAc)2). The solvent is CN(C=O)C (dimethylformamide). Reaction conditions: time 8 hour. Product: FC(C(=O)N1C(CC2=C(C(C1)=C)C=CC(=C2)OC)C)(F)F (N-Trifluoroacetyl-7-methoxy-4-methyl-1-methylene-2,3,4,5-tetrahydro-1H-3-benzazepine). Isolated yield 430.0%. Reaction SMILES: [F:1][C:2]([F:19])([F:18])[C:3]([NH:5][CH:6]([CH3:17])[CH2:7][C:8]1[CH:13]=[C:12]([O:14][CH3:15])[CH:11]=[CH:10][C:9]=1I)=[O:4].CC([O-])=O.[K+].[CH:25]1[CH:30]=CC(P(C2C=CC=CC=2)C2C=CC=CC=2)=C[CH:26]=1>CN(C)C=O.[N+](CCCC)(CCCC)(CCCC)CCCC.[Br-].CC([O-])=O.CC([O-])=O.[Pd+2]>[F:1][C:2]([F:19])([F:18])[C:3]([N:5]1[CH2:30][C:25](=[CH2:26])[C:9]2[CH:10]=[CH:11][C:12]([O:14][CH3:15])=[CH:13][C:8]=2[CH2:7][CH:6]1[CH3:17])=[O:4] |f:1.2,5.6,7.8.9|. Procedure: A solution of N-allyl, N-trifluoroacetyl-1-(2-iodo-5-methoxyphenyl)-2-propylamine (4.45 g, 10.8 mmol) in dimethylformamide (120 mL) was treated with KOAc (3.17 g, 32.3 mmol), n-Bu4NBr (3.47 g, 10.8 mmol), PPh3 (0.283 g, 1.08 mmol), Pd(OAc)2 (0.242 g, 1.08 mmol) and stirred overnight at 80 C. The product mixture was cooled to 20 C, filtered, diluted with water (200 mL), extracted with ether (3×200 mL), the combined organic phases washed with water (100 mL), brine (100 mL), dried with Na2SO4 and c...